This data is from the Open Reaction Database (ORD), a public repository of structured organic reaction records. The task is: describe an organic reaction: reactants, conditions, products, and yield Reactants: C[C@@]1(OO[C@H]2[C@H](C(C[C@@H]1C2)=O)C)C=O ((1R,4S,5S,8R)-4,8-dimethyl-7-oxo-2,3-dioxabicyclo[3.3.1]nonane-4-carboxaldehyde), FC(C1=NC2=CC(=CC=C2C(=C1)C1=C(C=CC=C1)P(C1=CC=CC=C1)(C1=CC=CC=C1)=C)C(F)(F)F)(F)F (2,7-bis(trifluoromethyl)quinolin-4-yl-methylidenetriphenylphosphorane). Run in C(Cl)Cl (methylene chloride). Reaction conditions: time 24 hour. The product is FC(C1=NC2=CC(=CC=C2C(=C1)\C=C/[C@]1(OO[C@H]2[C@H](C(C[C@@H]1C2)=O)C)C)C(F)(F)F)(F)F ((1R,4S,5S,8R)-4-[(Z)-2-[2,7-bis(trifluoromethyl)-4-quinolinyl]vinyl]-4,8-dimethyl-2,3-dioxabicyclo[3.3.1]nonan-7-one), FC(C1=NC2=CC(=CC=C2C(=C1)/C=C/[C@]1(OO[C@H]2[C@H](C(C[C@@H]1C2)=O)C)C)C(F)(F)F)(F)F ((1R,4S,5S,8R)-4-[(E)-2-[2,7-bis(trifluoromethyl)-4-quinolinyl]vinyl]-4,8-dimethyl-2,3-dioxabicyclo[3.3.1]nonan-7-one). As a reaction SMILES: [CH3:1][C@@:2]1([CH:13]=O)[C@H:9]2[CH2:10][C@H:5]([C@@H:6]([CH3:12])[C:7](=[O:11])[CH2:8]2)[O:4][O:3]1.[F:15][C:16]([F:52])([F:51])[C:17]1[CH:26]=[C:25]([C:27]2C=C[CH:30]=[CH:29][C:28]=2P(=C)(C2C=CC=CC=2)C2C=CC=CC=2)[C:24]2[C:19](=[CH:20][C:21]([C:47]([F:50])([F:49])[F:48])=[CH:22][CH:23]=2)[N:18]=1>C(Cl)Cl>[F:51][C:16]([F:15])([F:52])[C:17]1[CH:26]=[C:25](/[CH:27]=[CH:13]\[C@:2]2([CH3:1])[C@H:9]3[CH2:10][C@H:5]([C@@H:6]([CH3:12])[C:7](=[O:11])[CH2:8]3)[O:4][O:3]2)[C:24]2[C:19](=[CH:20][C:21]([C:47]([F:50])([F:48])[F:49])=[CH:22][CH:23]=2)[N:18]=1.[F:15][C:16]([F:52])([F:51])[C:17]1[CH:26]=[C:25](/[CH:27]=[CH:28]/[C@:29]2([CH3:30])[C@H:9]3[CH2:10][C@H:5]([C@@H:6]([CH3:12])[C:7](=[O:11])[CH2:8]3)[O:4][O:3]2)[C:24]2[C:19](=[CH:20][C:21]([C:47]([F:50])([F:49])[F:48])=[CH:22][CH:23]=2)[N:18]=1. Reported procedure: 760 mg of (1R,4S,5S,8R)-4,8-dimethyl-7-oxo-2,3-dioxabicyclo[3.3.1]nonane-4-carboxaldehyde are dissolved in 80 ml of methylene chloride. 2.5 g of 2,7-bis(trifluoromethyl)quinolin-4-yl-methylidenetriphenylphosphorane are added thereto and the solution is left to stand at room temperature for 24 hours. The methylene chloride is distilled off and the residue is separated into the (E)- and (Z)-isomers by column chromatography on silica gel while eluting with methylene chloride. After crystallization ... The product is OCc1cccc(Oc2ccc(F)cc2F)c1. Reactants: [BH4-], CO, Cl, O=Cc1cccc(Oc2ccc(F)cc2F)c1, [Na+], [Na+], [OH-], O. Reaction SMILES: [BH4-:20].[CH3:23][OH:24].[ClH:22].[F:3][c:4]1[c:5]([O:6][c:7]2[cH:8][c:9]([CH:10]=[O:11])[cH:12][cH:13][cH:14]2)[cH:15][cH:16][c:17]([F:19])[cH:18]1.[Na+:21].[Na+:2].[OH-:1].[OH2:25]>>[F:3][c:4]1[c:5]([O:6][c:7]2[cH:8][c:9]([CH2:10][OH:11])[cH:12][cH:13][cH:14]2)[cH:15][cH:16][c:17]([F:19])[cH:18]1. Starting materials: [Al+3], C1CCOC1, [H-], [H-], [H-], [H-], [Li+], [Na+], [Na+], O=S(=O)([O-])[O-], O, O=C1Nc2ccccc2Oc2ccccc21. Yields the product c1ccc2c(c1)CNc1ccccc1O2. Reaction SMILES: [Al+3:2].[CH2:31]1[O:32][CH2:33][CH2:34][CH2:35]1.[H-:1].[H-:4].[H-:5].[H-:6].[Li+:3].[Na+:24].[Na+:25].[O-:26][S:27](=[O:28])(=[O:29])[O-:30].[OH2:23].[cH:7]1[cH:8][cH:9][cH:10][c:11]2[c:12]1[C:13](=[O:22])[NH:14][c:15]1[c:16]([cH:18][cH:19][cH:20][cH:21]1)[O:17]2>>[cH:7]1[cH:8][cH:9][cH:10][c:11]2[c:12]1[CH2:13][NH:14][c:15]1[c:16]([cH:18][cH:19][cH:20][cH:21]1)[O:17]2.